This data is from the Open Reaction Database (ORD), a public repository of structured organic reaction records. The task is: describe an organic reaction: reactants, conditions, products, and yield The reactants are CNC, CCO, O=C1NCCc2cc(F)ccc21. The product is CN(C)c1ccc2c(c1)CCNC2=O. Reaction SMILES: [CH3:13][NH:14][CH3:15].[CH3:16][CH2:17][OH:18].[F:1][c:2]1[cH:3][c:4]2[c:9]([cH:10][cH:11]1)[C:8](=[O:12])[NH:7][CH2:6][CH2:5]2>>[c:2]1([N:14]([CH3:13])[CH3:15])[cH:3][c:4]2[c:9]([cH:10][cH:11]1)[C:8](=[O:12])[NH:7][CH2:6][CH2:5]2. The reactants are C(C1=CC=CC=C1)C=1OC2=C(C1C1=CC=C(C=C1)C1=CC(=C(C(=C1)Br)O)Br)C=CC=C2 (4′-(2-benzyl-benzofuran-3-yl)-3,5-dibromo-biphenyl-4-ol), COC([C@H](O)CC1=CC=CC=C1)=O ((R)-(+)-3-phenyllactic acid methyl ester). Product: C(C1=CC=CC=C1)C=1OC2=C(C1C1=CC=C(C=C1)C1=CC(=C(C(=C1)Br)O[C@H](C(=O)O)CC1=CC=CC=C1)Br)C=CC=C2 ((2S)-2-[4′-(2-benzyl-benzofuran-3-yl)-3,5-dibromo-biphenyl-4-yloxy]-3-phenyl-propionic acid). Reaction SMILES: [CH2:1]([C:8]1[O:9][C:10]2[CH:31]=[CH:30][CH:29]=[CH:28][C:11]=2[C:12]=1[C:13]1[CH:18]=[CH:17][C:16]([C:19]2[CH:24]=[C:23]([Br:25])[C:22]([OH:26])=[C:21]([Br:27])[CH:20]=2)=[CH:15][CH:14]=1)[C:2]1[CH:7]=[CH:6][CH:5]=[CH:4][CH:3]=1.C[O:33][C:34](=[O:44])[C@@H:35]([CH2:37][C:38]1[CH:43]=[CH:42][CH:41]=[CH:40][CH:39]=1)O>>[CH2:1]([C:8]1[O:9][C:10]2[CH:31]=[CH:30][CH:29]=[CH:28][C:11]=2[C:12]=1[C:13]1[CH:18]=[CH:17][C:16]([C:19]2[CH:20]=[C:21]([Br:27])[C:22]([O:26][C@@H:35]([CH2:37][C:38]3[CH:43]=[CH:42][CH:41]=[CH:40][CH:39]=3)[C:34]([OH:44])=[O:33])=[C:23]([Br:25])[CH:24]=2)=[CH:15][CH:14]=1)[C:2]1[CH:3]=[CH:4][CH:5]=[CH:6][CH:7]=1. Procedure details: The title compound was prepared from 4′-(2-benzyl-benzofuran-3-yl)-3,5-dibromo-biphenyl-4-ol, and (R)-(+)-3-phenyllactic acid methyl ester, in substantially the same manner, as described in Example 1, steps g-h, and was obtained as a white solid, mp 90-92° C.; MS m/e 679 (M−H+; Procedure: 1.38 kg of zinc powder and 15 g of ammonium chloride in 3.25 liters of ethanol to which have been added 600 ml of water are heated to 80° C. 2.5 mole (648 g) of 3-benzyloxy-6-methoxynitrobenzene is added little by little. Stirring is continued for 15 minutes after the end of the addition. The zinc is removed by filtering the reaction medium hot. The product crystallizes from the filtrate by cooling. After centrifuging and then washing with petrol ether, the product is dried. It melts at 81° C. Reagents/catalysts: [Zn] (zinc). Solvent: C(C)O (ethanol). As a reaction SMILES: [Cl-].[NH4+].O.[CH2:4]([O:11][C:12]1[CH:13]=[C:14]([N+:20]([O-])=O)[C:15]([O:18][CH3:19])=[CH:16][CH:17]=1)[C:5]1[CH:10]=[CH:9][CH:8]=[CH:7][CH:6]=1>C(O)C.[Zn]>[CH2:4]([O:11][C:12]1[CH:13]=[C:14]([C:15]([O:18][CH3:19])=[CH:16][CH:17]=1)[NH2:20])[C:5]1[CH:6]=[CH:7][CH:8]=[CH:9][CH:10]=1 |f:0.1|. The product is C(C1=CC=CC=C1)OC=1C=C(N)C(=CC1)OC (3-benzyloxy-6-methoxyaniline). Conditions: temperature 80 celsius, time 15 minute. The reactants are [Cl-].[NH4+] (ammonium chloride), O (water), C(C1=CC=CC=C1)OC=1C=C(C(=CC1)OC)[N+](=O)[O-] (3-benzyloxy-6-methoxynitrobenzene). Starting materials: C(C)OC(CC(C)C1=CC=C2CCN(CC2=C1)C(C(F)(F)F)=O)=O (3-(2-trifluoroacetyl-1,2,3,4-tetrahydroisoquinolin-7-yl)-butanoic acid ethyl ester), [O-]CC.[Na+] (sodium ethoxide). Solvent: C(C)O (ethanol). Conditions: time 1 hour. Yields the product C(C)OC(CC(C)C1=CC=C2CCNCC2=C1)=O (3-(1,2,3,4-Tetrahydroisoquinolin-7-yl)-butanoic acid ethyl ester). As a reaction SMILES: [CH2:1]([O:3][C:4](=[O:24])[CH2:5][CH:6]([C:8]1[CH:17]=[C:16]2[C:11]([CH2:12][CH2:13][N:14](C(=O)C(F)(F)F)[CH2:15]2)=[CH:10][CH:9]=1)[CH3:7])[CH3:2].[O-]CC.[Na+]>C(O)C>[CH2:1]([O:3][C:4](=[O:24])[CH2:5][CH:6]([C:8]1[CH:17]=[C:16]2[C:11]([CH2:12][CH2:13][NH:14][CH2:15]2)=[CH:10][CH:9]=1)[CH3:7])[CH3:2] |f:1.2|. Procedure details: A stirred solution of 3-(2-trifluoroacetyl-1,2,3,4-tetrahydroisoquinolin-7-yl)-butanoic acid ethyl ester {0.5 g, Reference Example 5(a)} in ethanol (30 mL), under argon, was treated with sodium ethoxide (0.25 g). After stirring at room temperature for 1 hour the reaction mixture was evaporated. The residue was treated with ethyl acetate (30 mL) and the resulting solution was washed twice with saturated ammonium chloride solution (15 mL), then dried over magnesium sulfate and then evaporated to g... Reactants: FC(C(=O)O)(F)F.FC(C(=O)O)(F)F.FC(C(=O)O)(F)F.ClC=1C=NC=2NC=3C=NC=C(CCC4=C(C=CC(NC1N2)=C4)NC(CC4CCNCC4)=O)C3 (N-[6-chloro-2,4,8,18,22-pentaazatetracyclo[14.3.1.1(3,7).1(9,13)]docosa-1(20),3(22),4,6,9(21),10,12,16,18-nonaen-12-yl]-2-piperidin-4-ylacetamide tris(trifluoroacetate)), N1=C(C=NC=C1)C(=O)Cl (pyrazine-2-carbonyl chloride). Yields the product FC(C(=O)O)(F)F.FC(C(=O)O)(F)F.FC(C(=O)O)(F)F.ClC=1C=NC=2NC=3C=NC=C(CCC4=C(C=CC(NC1N2)=C4)NC(CC4CCN(CC4)C(=O)C4=NC=CN=C4)=O)C3 (N-[6-Chloro-2,4,8,18,22-pentaazatetracyclo[14.3.1.1(3,7).1(9,13)]docosa-1(20),3(22),4,6,9(21),10,12,16,18-nonaen-12-yl]-2-[1-(pyrazin-2-ylcarbonyl)piperidin-4-yl]acetamide tris(trifluoroacetate)). Yield: 46.0%. Reaction SMILES: [F:1][C:2]([F:7])([F:6])[C:3]([OH:5])=[O:4].[F:8][C:9]([F:14])([F:13])[C:10]([OH:12])=[O:11].[F:15][C:16]([F:21])([F:20])[C:17]([OH:19])=[O:18].[Cl:22][C:23]1[CH:24]=[N:25][C:26]2[NH:27][C:28]3[CH:29]=[N:30][CH:31]=[C:32]([CH:54]=3)[CH2:33][CH2:34][C:35]3[CH:43]=[C:39]([NH:40][C:41]=1[N:42]=2)[CH:38]=[CH:37][C:36]=3[NH:44][C:45](=[O:53])[CH2:46][CH:47]1[CH2:52][CH2:51][NH:50][CH2:49][CH2:48]1.[N:55]1[CH:60]=[CH:59][N:58]=[CH:57][C:56]=1[C:61](Cl)=[O:62]>>[F:1][C:2]([F:7])([F:6])[C:3]([OH:5])=[O:4].[F:8][C:9]([F:14])([F:13])[C:10]([OH:12])=[O:11].[F:15][C:16]([F:21])([F:20])[C:17]([OH:19])=[O:18].[Cl:22][C:23]1[CH:24]=[N:25][C:26]2[NH:27][C:28]3[CH:29]=[N:30][CH:31]=[C:32]([CH:54]=3)[CH2:33][CH2:34][C:35]3[CH:43]=[C:39]([NH:40][C:41]=1[N:42]=2)[CH:38]=[CH:37][C:36]=3[NH:44][C:45](=[O:53])[CH2:46][CH:47]1[CH2:52][CH2:51][N:50]([C:61]([C:56]2[CH:57]=[N:58][CH:59]=[CH:60][N:55]=2)=[O:62])[CH2:49][CH2:48]1 |f:0.1.2.3,5.6.7.8|. Reported procedure: The desired compound was prepared according to the procedure of Example A20, using N-[6-chloro-2,4,8,18,22-pentaazatetracyclo[14.3.1.1(3,7).1(9,13)]docosa-1(20),3(22),4,6,9(21),10,12,16,18-nonaen-12-yl]-2-piperidin-4-ylacetamide tris(trifluoroacetate) and pyrazine-2-carbonyl chloride as starting materials in 46% yield. 1H NMR (300 MHz, DMSO-d6): δ 10.10 (s, 1H), 9.40 (m, 2H), 9.05 (s, 1H), 8.80 (s, 1H), 8.71 (s, 1H), 8.67 (s, 1H), 8.32 (d, 2H), 8.20 (s, 1H), 7.65 (s, 1H), 7.30 (d, 1H), 7.04 (d, ... Starting materials: COC=1C=C(C=C(C1C(C)C)OC)C=C ((3,5-dimethoxy-4-i-propylphenyl)ethene), BrC1=C(C=C(C=C1F)F)F (1-bromo-2,4,6-triflurobenzene), 31B. Isolated yield 58.0%. As a reaction SMILES: [CH3:1][O:2][C:3]1[CH:4]=[C:5]([CH:14]=[CH2:15])[CH:6]=[C:7]([O:12][CH3:13])[C:8]=1[CH:9]([CH3:11])[CH3:10].Br[C:17]1[C:22]([F:23])=[CH:21][C:20]([F:24])=[CH:19][C:18]=1[F:25]>>[CH3:13][O:12][C:7]1[CH:6]=[C:5]([CH:14]=[CH:15][C:21]2[C:22]([F:23])=[CH:17][C:18]([F:25])=[CH:19][C:20]=2[F:24])[CH:4]=[C:3]([O:2][CH3:1])[C:8]=1[CH:9]([CH3:11])[CH3:10]. Procedure details: This compound was synthesized from (3,5-dimethoxy-4-i-propylphenyl)ethene and 1-bromo-2,4,6-triflurobenzene in 58% yield in the same procedure as described in preparation of 31B. 1HNMR (CDCl3, ppm): δ 1.32 (d, J=7.0 Hz, 6H), 3.62 (qint, J=7.1 Hz, 1H), 3.89 (s, 6H), 6.73 (s, 2H), 6.79-7.55 (m, 4H). Yields the product COC=1C=C(C=C(C1C(C)C)OC)C=CC1=C(C=C(C=C1F)F)F (1-(3,5-Dimethoxy-4-i-propylphenyl)-2-(2,4,6-trifluorophenyl)ethene). Yields the product FC=1C=C2C(=C(C(C(C2=CC1)(CCC)CCC)=O)C1=NS(C2=C(N1)C=CC(=C2)O)(=O)=O)O (6-fluoro-4-hydroxy-3-(7-hydroxy-1,1-dioxido-4H-1,2,4-benzothiadiazin-3-yl)-1,1-dipropylnaphthalen-2(1 H)-one). Starting materials: C(C1=CC=CC=C1)OC1=CC2=C(NC(=NS2(=O)=O)C=2C(C(C3=CC=C(C=C3C2O)F)(CCC)CCC)=O)C=C1 (3-[7-(benzyloxy)-1,1-dioxido-4H-1,2,4-benzothiadiazin-3-yl]-6-fluoro-4-hydroxy 1,1-dipropylnaphthalen-2(1 H)-one), C(C1=CC=CC=C1)OC1=CC2=C(NC(=NS2(=O)=O)C=2C(C(C3=CC=CC=C3C2O)(CCC)CCC)=O)C=C1 (3-[7-(benzyloxy)-1,1-dioxido-4H-1,2,4-benzothiadiazin-3-yl]-4-hydroxy-1,1-dipropyl-2(1 H)-naphthalenone). Reported procedure: The title compound was prepared according to the procedure of Example 2G, substituting the compound of Example 15A for the compound of Example 2F. 1H NMR (300 MHz, DMSO-d6): δ 0.57 (m, 2 H) 0.68 (m, 6 H) 0.89 (m, 2 H) 2.01 (dd, J=12.13, 8.82 Hz, 2H) 2.17 (m, 2 H) 7.18 (m, 2 H) 7.62 (m, 2 H) 7.83 (m, 2 H) 10.41 (s, 1 H) 13.46 (s, 1 H). Reaction SMILES: C([O:8][C:9]1[CH:39]=[CH:38][C:12]2[NH:13][C:14]([C:19]3[C:20](=[O:37])[C:21]([CH2:34][CH2:35][CH3:36])([CH2:31][CH2:32][CH3:33])[C:22]4[C:27]([C:28]=3[OH:29])=[CH:26][C:25]([F:30])=[CH:24][CH:23]=4)=[N:15][S:16](=[O:18])(=[O:17])[C:11]=2[CH:10]=1)C1C=CC=CC=1.C(OC1C=CC2NC(C3C(=O)C(CCC)(CCC)C4C(C=3O)=CC=CC=4)=NS(=O)(=O)C=2C=1)C1C=CC=CC=1>>[F:30][C:25]1[CH:26]=[C:27]2[C:22](=[CH:23][CH:24]=1)[C:21]([CH2:34][CH2:35][CH3:36])([CH2:31][CH2:32][CH3:33])[C:20](=[O:37])[C:19]([C:14]1[NH:13][C:12]3[CH:38]=[CH:39][C:9]([OH:8])=[CH:10][C:11]=3[S:16](=[O:17])(=[O:18])[N:15]=1)=[C:28]2[OH:29]. The reactants are Cc1ccccc1, [Cl-], [Cl-], O=[N+]([O-])c1cc(Cl)ccc1O, [Mg+2], CC(C)OC(=O)N=NC(=O)OC(C)C, c1ccc(P(c2ccccc2)c2ccccc2)cc1, CC(O)c1ccnc2ncnn12. Product: CC(Oc1ccc(Cl)cc1[N+](=O)[O-])c1ccnc2ncnn12. As a reaction SMILES: [CH3:60][c:61]1[cH:62][cH:63][cH:64][cH:65][cH:66]1.[Cl-:57].[Cl-:59].[Cl:46][c:47]1[cH:48][c:49]([N+:54](=[O:55])[O-:56])[c:50]([OH:53])[cH:51][cH:52]1.[Mg+2:58].[O:1]=[C:2]([O:3][CH:4]([CH3:5])[CH3:6])[N:7]=[N:8][C:9]([O:10][CH:11]([CH3:12])[CH3:13])=[O:14].[c:27]1([P:28]([c:29]2[cH:30][cH:31][cH:32][cH:33][cH:34]2)[c:35]2[cH:36][cH:37][cH:38][cH:39][cH:40]2)[cH:41][cH:42][cH:43][cH:44][cH:45]1.[n:15]1[cH:16][n:17][c:18]2[n:19]1[c:20]([CH:24]([CH3:25])[OH:26])[cH:21][cH:22][n:23]2>>[n:15]1[cH:16][n:17][c:18]2[n:19]1[c:20]([CH:24]([CH3:25])[O:26][c:50]1[c:49]([N+:54](=[O:55])[O-:56])[cH:48][c:47]([Cl:46])[cH:52][cH:51]1)[cH:21][cH:22][n:23]2. The reactants are O=C[C@H](O)[C@@H](O)[C@H](O)[C@H](O)CO (D-glucose), O=C[C@@H](O)[C@@H](O)[C@H](O)[C@H](O)CO (D-mannose), OCC(=O)[C@@H](O)[C@H](O)[C@H](O)CO (D-fructose), O=C[C@H](O)[C@@H](O)[C@H](O)[C@H](O)CO (D-glucose), O=C[C@H](O)[C@@H](O)[C@H](O)[C@@H](O)CO (L-idose), O=C[C@@H](O)[C@@H](O)[C@H](O)[C@@H](O)CO (L-gulose), O=C[C@H](O)[C@@H](O)[C@H](O)[C@H](O)CO (D-glucose). Product: OC[C@H](O)[C@@H](O)[C@H](O)[C@H](O)CO (D-sorbitol), C([C@@H](O)[C@@H](O)[C@H](O)[C@H](O)CO)O (D-mannitol). Reaction SMILES: [O:1]=[CH:2][C@@H:3]([C@H:5]([C@@H:7]([C@H:9]([CH2:11][OH:12])[OH:10])[OH:8])[OH:6])[OH:4].[O:13]=[CH:14][C@H:15]([C@H:17]([C@@H:19]([C@H:21]([CH2:23][OH:24])[OH:22])[OH:20])[OH:18])[OH:16].OCC([C@H]([C@@H]([C@@H](CO)O)O)O)=O.O=C[C@@H]([C@H]([C@@H]([C@@H](CO)O)O)O)O.O=C[C@H]([C@H]([C@@H]([C@@H](CO)O)O)O)O>>[OH:12][CH2:11][C@@H:9]([C@H:7]([C@@H:5]([C@@H:3]([CH2:2][OH:1])[OH:4])[OH:6])[OH:8])[OH:10].[CH2:23]([OH:24])[C@H:21]([C@H:19]([C@@H:17]([C@@H:15]([CH2:14][OH:13])[OH:16])[OH:18])[OH:20])[OH:22]. Procedure details: A method for producing L-sugars including L-idose and L-gulose as well as D-fructose from D-glucose. The method comprises epimerizing D-glucose to a mixture of D-glucose and D-mannose, hydrogenating the mixture in a fixed catalyst bed to provide D-sorbitol and D-mannitol, separating the D-mannitol by fractional crystallization, oxydizing separately the D-sorbitol and D-mannitol to provide L-sorbose and D-fructose, respectively; and racemizing the L-sorbose in a weak alkaline solution to provide ... Reactants: BrCC1CO1, OCC1=CC=CCC1, [H-], [Na+], CN(C)C=O, O. Product: C1=CCCC(COCC2CO2)=C1. Reaction SMILES: [Br:11][CH2:12][CH:13]1[CH2:14][O:15]1.[C:1]1([CH2:7][OH:8])=[CH:2][CH:3]=[CH:4][CH2:5][CH2:6]1.[H-:9].[Na+:10].[O:16]=[CH:17][N:18]([CH3:19])[CH3:20].[OH2:21]>>[C:1]1([CH2:7][O:8][CH2:12][CH:13]2[CH2:14][O:15]2)=[CH:2][CH:3]=[CH:4][CH2:5][CH2:6]1.